Task: describe an organic reaction: reactants, conditions, products, and yield. Dataset: the Open Reaction Database (ORD), a public repository of structured organic reaction records Starting materials: [N+](=O)([O-])C1=CC=C(C=O)C=C1 (4-nitrobenzaldehyde), NC1=NC=CC(=N1)C (2-amino-4-methylpyrimidine), C(C)(=O)OC(C)=O (acetic anhydride), resultant mixture. Yields the product C(C)(=O)NC1=NC=CC(=N1)C=CC1=CC=C(C=C1)[N+](=O)[O-] (2-acetamido-4-[2-(4-nitrophenyl)vinyl]pyrimidine). Reaction SMILES: [NH2:1][C:2]1[N:7]=[C:6]([CH3:8])[CH:5]=[CH:4][N:3]=1.[N+:9]([C:12]1[CH:19]=[CH:18][C:15]([CH:16]=O)=[CH:14][CH:13]=1)([O-:11])=[O:10].[C:20](OC(=O)C)(=[O:22])[CH3:21]>>[C:20]([NH:1][C:2]1[N:7]=[C:6]([CH:8]=[CH:16][C:15]2[CH:18]=[CH:19][C:12]([N+:9]([O-:11])=[O:10])=[CH:13][CH:14]=2)[CH:5]=[CH:4][N:3]=1)(=[O:22])[CH3:21]. Procedure: A solution of 2-amino-4-methylpyrimidine (32.74 g) in acetic anhydride (150 ml) was refluxed for one hour under stirring. To the above solution was added 4-nitrobenzaldehyde (49.8 g) and the resultant mixture was refluxed for 7 hours under stirring. The reaction mixture was cooled and the precipitate was collected by filtlation. The residue was washed with diethyl ether to give 2-acetamido-4-[2-(4-nitrophenyl)vinyl]pyrimidine (72.7 g). Starting materials: C1(CCCCC1)N=C=NC1CCCCC1 (N,N'-dicyclohexylcarbodiimide), solution, Cl.C(CCCCCCCCC)N1CCNCC1 (N-decylpiperazine hydrochloride), C(C)(C)(C)OC(=O)N(CC(=O)O)C1=CC=CC=C1 (N-t-butoxycarbonylphenylglycine), C(O)([O-])=O.[Na+] (sodium hydrogencarbonate). The reagents and catalysts are CN(C1=CC=NC=C1)C (4-dimethylaminopyridine). Solvent: C(Cl)Cl (methylene chloride). Conditions: time 12 hour. Yields the product C(C)(C)(C)OC(=O)N(CC(=O)N1CCN(CC1)CCCCCCCCCC)C1=CC=CC=C1 (1-(N-t-butoxycarbonyl-phenylglycyl)-4-decylpiperazine). Yield: 82.9%. RXN SMILES: C1(N=C=NC2CCCCC2)CCCCC1.Cl.[CH2:17]([N:27]1[CH2:32][CH2:31][NH:30][CH2:29][CH2:28]1)[CH2:18][CH2:19][CH2:20][CH2:21][CH2:22][CH2:23][CH2:24][CH2:25][CH3:26].[C:33]([O:37][C:38]([N:40]([C:45]1[CH:50]=[CH:49][CH:48]=[CH:47][CH:46]=1)[CH2:41][C:42](O)=[O:43])=[O:39])([CH3:36])([CH3:35])[CH3:34].C(=O)([O-])O.[Na+]>CN(C)C1C=CN=CC=1.C(Cl)Cl>[C:33]([O:37][C:38]([N:40]([C:45]1[CH:46]=[CH:47][CH:48]=[CH:49][CH:50]=1)[CH2:41][C:42]([N:30]1[CH2:29][CH2:28][N:27]([CH2:17][CH2:18][CH2:19][CH2:20][CH2:21][CH2:22][CH2:23][CH2:24][CH2:25][CH3:26])[CH2:32][CH2:31]1)=[O:43])=[O:39])([CH3:36])([CH3:34])[CH3:35] |f:1.2,4.5|. Procedure details: 2.3 g (8.64 mmole) quantity of N,N'-dicyclohexylcarbodiimide was added to 20 ml of a solution of 2.0 g (7.35 mmole) of N-decylpiperazine hydrochloride, 1.9 g (7.56 mmole) of N-t-butoxycarbonylphenylglycine, 1.3 g (15.5 mmole) of sodium hydrogencarbonate and 122 mg (1.0 mmole) of 4-dimethylaminopyridine in anhydrous methylene chloride. The mixture was stirred at room temperature for 12 hours. The precipitated crystals were collected by filtration and washed with methylene chloride. Mother liquor ... Reactants: C1(CCC2=CC=CC=C12)C(=O)O (1-indanecarboxylic acid), [Al+3].[Cl-].[Cl-].[Cl-] (AlCl3), [H-].[H-].[H-].[H-].[Li+].[Al+3] (LiAlH4). Solvent: C(C)OCC (diethyl ether), C(C)OCC (diethyl ether), O1CCCC1 (tetrahydrofuran). Conditions: time 1.5 hour. Product: C1(CCC2=CC=CC=C12)CO (1-Indanylmethanol). Isolated yield 74.4%. Reaction SMILES: [H-].[H-].[H-].[H-].[Li+].[Al+3].[Al+3].[Cl-].[Cl-].[Cl-].[CH:11]1([C:20](O)=[O:21])[C:19]2[C:14](=[CH:15][CH:16]=[CH:17][CH:18]=2)[CH2:13][CH2:12]1>C(OCC)C.O1CCCC1>[CH:11]1([CH2:20][OH:21])[C:19]2[C:14](=[CH:15][CH:16]=[CH:17][CH:18]=2)[CH2:13][CH2:12]1 |f:0.1.2.3.4.5,6.7.8.9|. Reported procedure: To a suspension of LiAlH4 (4.7 g) in diethyl ether (200 ml) was added dropwise a solution of AlCl3 in diethyl ether (200 ml). A solution of 1-indanecarboxylic acid (10 g) (prepared according to the method of Hansen et al. Helv. Chim. Acta 1982, 33, 325-343) in dry tetrahydrofuran (200 ml) was added drop-wise at 10-15° C. The mixture was finally stirred at room temperature for 1.5 hours. Excess AlH3 was destroyed by addition of concentrated aqueous NaOH solution (25 ml) at 0° C. Precipitated inor... Starting materials: OC(CCCN(C)C)C=1SC(=CN1)S(=O)(=O)N (2-(1-hydroxy-4-(N,N-dimethylamino)butyl)-5-thiazole sulfonamide). The reagents and catalysts are O=[Mn]=O (MnO2). Solvent: C1CCOC1 (THF). Run at time 8 hour. Product: O=C(CCCN(C)C)C=1SC(=CN1)S(=O)(=O)N (2-(1-keto-4-(N,N-dimethylamino)butyl)-5-thiazole sulfonamide). Yield: 35.4%. As a reaction SMILES: [OH:1][CH:2]([C:9]1[S:10][C:11]([S:14]([NH2:17])(=[O:16])=[O:15])=[CH:12][N:13]=1)[CH2:3][CH2:4][CH2:5][N:6]([CH3:8])[CH3:7]>C1COCC1.O=[Mn]=O>[O:1]=[C:2]([C:9]1[S:10][C:11]([S:14]([NH2:17])(=[O:16])=[O:15])=[CH:12][N:13]=1)[CH2:3][CH2:4][CH2:5][N:6]([CH3:7])[CH3:8]. Reported procedure: A mixture of 2-(1-hydroxy-4-(N,N-dimethylamino)butyl)-5-thiazole sulfonamide (0.35 mmol, 0.098 g) and MnO2 (5.27 mmol, 0.46 g) in THF was stirred at rt overnight. The mixture was filtered through celite and the solvent removed. The residue was subjected to flash chromatography (10% MeOH/NH3 /CHCl3) to afford 34.4 mg (35%) of 2-(1-keto-4-(N,N-dimethylamino)butyl)-5-thiazole sulfonamide. Reaction SMILES: C(O)C.C([O-])(O)=O.[Na+].[OH:9][C:10]1[CH:11]=[C:12]([CH:15]=[CH:16][C:17]=1[OH:18])[CH:13]=O.Cl.[CH3:20][O:21][C:22](=[O:27])[C@H:23]([CH2:25][SH:26])[NH2:24]>O>[OH:9][C:10]1[CH:11]=[C:12]([CH:13]2[NH:24][C@H:23]([C:22]([O:21][CH3:20])=[O:27])[CH2:25][S:26]2)[CH:15]=[CH:16][C:17]=1[OH:18] |f:1.2,4.5|. Conditions: time 5 hour. The reactants are C(C)O (ethanol), Cl.COC([C@@H](N)CS)=O (L-cysteine methyl ester hydrochloride), C(=O)(O)[O-].[Na+] (NaHCO3), OC=1C=C(C=O)C=CC1O (3,4-dihydroxybenzaldehyde). The product is OC=1C=C(C=CC1O)C1SC[C@H](N1)C(=O)OC ((2R/S,4R)-methyl 2-(3,4-dihydroxyphenyl)thiazolidine-4-carboxylate). Isolated yield 83.1%. Run in O (water). Procedure details: In a co-solvent of ethanol (5 mL) and water (5 mL), a solution including NaHCO3 (486 mg, 5.79 mmol), 3,4-dihydroxybenzaldehyde (3,4-dihydroxybenzaldehyde) (800 mg, 5.80 mmol), and L-cysteine methyl ester hydrochloride (1.0 g, 5.84 mmol) was stirred at room temperature for 5 hours. After ethanol was evaporated, the reaction mixture was distributed between ethyl acetate and water, and an organic layer was dried, filtered, and evaporated. The residual was purified by silica gel column chromatograph...